This data is from the Open Reaction Database (ORD), a public repository of structured organic reaction records. The task is: describe an organic reaction: reactants, conditions, products, and yield The reactants are CCOC(=O)C1CCC(OC(C)(C)C)CC1, CCO, [Na+], [OH-]. The product is CC(C)(C)OC1CCC(C(=O)O)CC1. Reaction SMILES: [C:1]([CH3:2])([CH3:3])([CH3:4])[O:5][CH:6]1[CH2:7][CH2:8][CH:9]([C:12](=[O:13])[O:14][CH2:15][CH3:16])[CH2:10][CH2:11]1.[CH3:19][CH2:20][OH:21].[Na+:18].[OH-:17]>>[C:1]([CH3:2])([CH3:3])([CH3:4])[O:5][CH:6]1[CH2:7][CH2:8][CH:9]([C:12](=[O:13])[OH:14])[CH2:10][CH2:11]1. Starting materials: FC1=C(C(=CC=C1)F)N1C(NCC2=C1N=C(N=C2C=2C=C(C=CC2C)NC(C2=CC(=C(C=C2)C)F)=O)S(=O)(=O)C)=O (N-{3-[8-(2,6-difluorophenyl)-2-(methylsulfonyl)-7-oxo-5,6,7,8-tetrahydropyrimido[4,5-d]pyrimidin-4-yl]-4-methylphenyl}-3-fluoro-4-methylbenzamide), solution, CNC (dimethylamine). Solvent: CCOC(=O)C (EtOAc), C1CCOC1 (THF), C1CCOC1 (THF). Conditions: time 3 day. Yields the product FC1=C(C(=CC=C1)F)N1C(NCC2=C1N=C(N=C2C=2C=C(C=CC2C)NC(C2=CC(=C(C=C2)C)F)=O)N(C)C)=O (N-{3-[8-(2,6-difluorophenyl)-2-(dimethylamino)-7-oxo-5,6,7,8-tetrahydropyrimido[4,5-d]pyrimidin-4-yl]-4-methylphenyl}-3-fluoro-4-methylbenzamide). RXN SMILES: [F:1][C:2]1[CH:7]=[CH:6][CH:5]=[C:4]([F:8])[C:3]=1[N:9]1[C:14]2[N:15]=[C:16](S(C)(=O)=O)[N:17]=[C:18]([C:19]3[CH:20]=[C:21]([NH:26][C:27](=[O:36])[C:28]4[CH:33]=[CH:32][C:31]([CH3:34])=[C:30]([F:35])[CH:29]=4)[CH:22]=[CH:23][C:24]=3[CH3:25])[C:13]=2[CH2:12][NH:11][C:10]1=[O:41].[CH3:42][NH:43][CH3:44]>C1COCC1.CCOC(C)=O>[F:1][C:2]1[CH:7]=[CH:6][CH:5]=[C:4]([F:8])[C:3]=1[N:9]1[C:14]2[N:15]=[C:16]([N:43]([CH3:44])[CH3:42])[N:17]=[C:18]([C:19]3[CH:20]=[C:21]([NH:26][C:27](=[O:36])[C:28]4[CH:33]=[CH:32][C:31]([CH3:34])=[C:30]([F:35])[CH:29]=4)[CH:22]=[CH:23][C:24]=3[CH3:25])[C:13]=2[CH2:12][NH:11][C:10]1=[O:41]. Procedure: To the compound N-{3-[8-(2,6-difluorophenyl)-2-(methylsulfonyl)-7-oxo-5,6,7,8-tetrahydropyrimido[4,5-d]pyrimidin-4-yl]-4-methylphenyl}-3-fluoro-4-methylbenzamide (0.075 g, 0.129 mmol) in THF (4 mL) was added a 1.0 M solution of dimethylamine in THF (0.322 mL, 0.322 mmol). The mixture was stirred under argon for 3 days. The completed reaction mixture was diluted with EtOAc and the organic phase washed with water, brine (2×), dried over Na2SO4, filtered and concentrated. The crude residue was puri... The reactants are C(CC[C@@H](C(=O)O)NC(=O)C1=CC=C(NCC2=CN=C3N=C(N)NC(=O)C3=N2)C=C1)(=O)[O-] (folate), 6a, C1=CC2=C(C=C1N=C=S)C(=O)OC23C4=C(C=C(C=C4)O)OC5=C3C=CC(=C5)O (fluorescein isothiocyanate), CCN(C(C)C)C(C)C (DIPEA), CN(C(=N)N(C)C)C (1,1,3,3-tetramethylguanidine). Product: C1=CC(=CC=C1C(=O)N(CCNC(=S)NC2=CC3=C(C=C2)C4(C5=C(C=C(C=C5)O)OC6=C4C=CC(=C6)O)OC3=O)[C@@H](CCC(=O)N)C(=O)O)NCC7=CN=C8C(=N7)C(=O)N=C(N8)N (Folate-FITC). As a reaction SMILES: [C:1]([O-:32])(=O)[CH2:2][CH2:3][C@H:4]([NH:8][C:9]([C:11]1[CH:30]=[CH:29][C:14]([NH:15][CH2:16][C:17]2[N:28]=[C:27]3[C:20]([N:21]=[C:22]([NH:24][C:25]3=[O:26])[NH2:23])=[N:19][CH:18]=2)=[CH:13][CH:12]=1)=[O:10])[C:5]([OH:7])=[O:6].[CH:33]1[C:38]([N:39]=[C:40]=[S:41])=[CH:37][C:36]2[C:42]([O:44][C:45]3([C:55]4[CH:56]=[CH:57][C:58]([OH:60])=[CH:59][C:54]=4[O:53][C:47]4[CH:48]=[C:49]([OH:52])[CH:50]=[CH:51][C:46]3=4)[C:35]=2[CH:34]=1)=[O:43].[CH3:61][CH2:62][N:63](C(C)C)C(C)C.C[N:71](C)C(N(C)C)=N>CS(C)=O>[CH:30]1[C:11]([C:9]([N:8]([C@H:4]([C:5]([OH:7])=[O:6])[CH2:3][CH2:2][C:1]([NH2:71])=[O:32])[CH2:61][CH2:62][NH:63][C:40]([NH:39][C:38]2[CH:33]=[CH:34][C:35]3[C:45]4([O:44][C:42](=[O:43])[C:36]=3[CH:37]=2)[C:46]2[CH:51]=[CH:50][C:49]([OH:52])=[CH:48][C:47]=2[O:53][C:54]2[CH:59]=[C:58]([OH:60])[CH:57]=[CH:56][C:55]4=2)=[S:41])=[O:10])=[CH:12][CH:13]=[C:14]([NH:15][CH2:16][C:17]2[N:28]=[C:27]3[C:25]([N:24]=[C:22]([NH2:23])[NH:21][C:20]3=[N:19][CH:18]=2)=[O:26])[CH:29]=1. Solvent: CS(=O)C (DMSO). Procedure: EDA-folate analog 6a was condensed with fluorescein isothiocyanate (FITC, 7) in the presence of DIPEA and 1,1,3,3-tetramethylguanidine (TMG) in DMSO, giving 8a (218 g), which was collected as a precipitate from 1:1 ACN/MTBE. Folate-FITC 8a was purified by reverse phase column chromatography (Biotage C18 cartridge, 100 mM sodium phosphate buffer/acetonitrile as mobile phase). Fractions containing 8a were detected by UV absorption (280 nm) and pooled. Volatile solvents were evaporated, and the res... As a reaction SMILES: [CH3:1][O:2][c:3]1[c:4]([NH2:5])[cH:6][cH:7][cH:8][cH:9]1.[CH:10]1([CH2:11][NH2:12])[CH2:13][CH2:14][CH2:15][CH2:16][CH2:17]1.[O:18]=[C:19]1[N:20]([CH2:39][c:40]2[cH:41][cH:42][c:43]([C:44](=[O:45])[OH:46])[cH:47][cH:48]2)[c:21]2[cH:22][cH:23][cH:24][cH:25][c:26]2[C:27]12[c:28]1[c:29]([cH:32][c:33]3[c:37]([cH:38]1)[CH2:36][CH2:35][O:34]3)[O:30][CH2:31]2.[O:49]=[C:50]1[C:51]2([CH2:52][O:53][c:54]3[cH:55][c:56]4[c:57]([cH:58][c:59]32)[CH2:60][CH2:61][O:62]4)[c:63]2[c:64]([cH:65][cH:66][cH:67][cH:68]2)[N:69]1[CH2:70][c:71]1[cH:72][c:73]([C:77]([OH:78])=[O:79])[cH:74][cH:75][cH:76]1>>[CH3:1][O:2][c:3]1[c:4]([NH:5][C:44]([c:43]2[cH:42][cH:41][c:40]([CH2:39][N:20]3[C:19](=[O:18])[C:27]4([c:26]5[c:21]3[cH:22][cH:23][cH:24][cH:25]5)[c:28]3[c:29]([cH:32][c:33]5[c:37]([cH:38]3)[CH2:36][CH2:35][O:34]5)[O:30][CH2:31]4)[cH:48][cH:47]2)=[O:45])[cH:6][cH:7][cH:8][cH:9]1. Product: COc1ccccc1NC(=O)c1ccc(CN2C(=O)C3(COc4cc5c(cc43)CCO5)c3ccccc32)cc1. The reactants are COc1ccccc1N, NCC1CCCCC1, O=C(O)c1ccc(CN2C(=O)C3(COc4cc5c(cc43)CCO5)c3ccccc32)cc1, O=C(O)c1cccc(CN2C(=O)C3(COc4cc5c(cc43)CCO5)c3ccccc32)c1. Starting materials: COC(=O)C1CC(S(=O)(=O)c2ccccc2Cl)CN1c1cc(C)nn1C1CCOCC1, [Li+], [OH-]. Product: Cc1cc(N2CC(S(=O)(=O)c3ccccc3Cl)CC2C(=O)O)n(C2CCOCC2)n1. Reaction SMILES: [CH3:1][O:2][C:3](=[O:4])[CH:5]1[N:6]([c:20]2[n:21]([CH:26]3[CH2:27][CH2:28][O:29][CH2:30][CH2:31]3)[n:22][c:23]([CH3:25])[cH:24]2)[CH2:7][CH:8]([S:10](=[O:11])(=[O:12])[c:13]2[c:14]([Cl:19])[cH:15][cH:16][cH:17][cH:18]2)[CH2:9]1.[Li+:32].[OH-:33]>>[O:2]=[C:3]([OH:4])[CH:5]1[N:6]([c:20]2[n:21]([CH:26]3[CH2:27][CH2:28][O:29][CH2:30][CH2:31]3)[n:22][c:23]([CH3:25])[cH:24]2)[CH2:7][CH:8]([S:10](=[O:11])(=[O:12])[c:13]2[c:14]([Cl:19])[cH:15][cH:16][cH:17][cH:18]2)[CH2:9]1.